This data is from the Open Reaction Database (ORD), a public repository of structured organic reaction records. The task is: describe an organic reaction: reactants, conditions, products, and yield Starting materials: Cc1nc2ccc(Cl)cn2c(=O)c1CCCl, Cc1ccccc1, Clc1cccc(N2CCNCC2)c1. Product: Cc1nc2ccc(Cl)cn2c(=O)c1CCN1CCN(c2cccc(Cl)c2)CC1. RXN SMILES: [CH3:1][c:2]1[n:3][c:4]2[n:5]([c:6](=[O:11])[c:7]1[CH2:8][CH2:9][Cl:10])[cH:12][c:13]([Cl:16])[cH:14][cH:15]2.[CH3:30][c:31]1[cH:32][cH:33][cH:34][cH:35][cH:36]1.[Cl:17][c:18]1[cH:19][c:20]([N:24]2[CH2:25][CH2:26][NH:27][CH2:28][CH2:29]2)[cH:21][cH:22][cH:23]1>>[CH3:1][c:2]1[n:3][c:4]2[n:5]([c:6](=[O:11])[c:7]1[CH2:8][CH2:9][N:27]1[CH2:26][CH2:25][N:24]([c:20]3[cH:19][c:18]([Cl:17])[cH:23][cH:22][cH:21]3)[CH2:29][CH2:28]1)[cH:12][c:13]([Cl:16])[cH:14][cH:15]2. The reactants are CCOC(C)=O, CCO, CC(=O)Nc1cccc(C(F)(F)F)c1[N+](=O)[O-], [Na+], [OH-]. The product is Nc1cccc(C(F)(F)F)c1[N+](=O)[O-]. As a reaction SMILES: [CH3:20][CH2:21][O:22][C:23]([CH3:24])=[O:25].[CH3:26][CH2:27][OH:28].[N+:1](=[O:2])([O-:3])[c:4]1[c:5]([NH:14][C:15](=[O:16])[CH3:17])[cH:6][cH:7][cH:8][c:9]1[C:10]([F:11])([F:12])[F:13].[Na+:19].[OH-:18]>>[N+:1](=[O:2])([O-:3])[c:4]1[c:5]([NH2:14])[cH:6][cH:7][cH:8][c:9]1[C:10]([F:11])([F:12])[F:13]. Run in O (water). Product: N1N=C(C2=CC=CC=C12)C1CCN(CC1)CCCOC1=C(C=C(C=C1)C(C)=O)OC (1-[4-[3-[4-(1H-Indazol-3-yl)-1-piperidinyl]propoxy]-3-methoxyphenyl]ethanon). Procedure details: A mixture of 3-(4-piperidinyl)-1H-indazole (3.0 g, 15 mmol), K2 CO3 (1.6 g), 1-[4-(3-chloropropoxy)-3-methoxyphenyl]ethanone (5.3 g, 22 mmol), a few crystals of KI and acetonitrile (100 ml) was stirred and refluxed for 16 hours. The reaction was poured into water and a white solid separated from solution. The solid was collected, dried and afforded 5.1 g of product. Recrystallization from ethanol yielded 3.6 g of the compound, which upon chromatography (preparative HPLC on silica gel, eluting wi... Yield: 83.4%. Reactants: N1CCC(CC1)C1=NNC2=CC=CC=C12 (3-(4-piperidinyl)-1H-indazole), CO3, ClCCCOC1=C(C=C(C=C1)C(C)=O)OC (1-[4-(3-chloropropoxy)-3-methoxyphenyl]ethanone), C(C)#N (acetonitrile). Reaction SMILES: [NH:1]1[CH2:6][CH2:5][CH:4]([C:7]2[C:15]3[C:10](=[CH:11][CH:12]=[CH:13][CH:14]=3)[NH:9][N:8]=2)[CH2:3][CH2:2]1.Cl[CH2:17][CH2:18][CH2:19][O:20][C:21]1[CH:26]=[CH:25][C:24]([C:27](=[O:29])[CH3:28])=[CH:23][C:22]=1[O:30][CH3:31].C(#N)C>O>[NH:9]1[C:10]2[C:15](=[CH:14][CH:13]=[CH:12][CH:11]=2)[C:7]([CH:4]2[CH2:3][CH2:2][N:1]([CH2:17][CH2:18][CH2:19][O:20][C:21]3[CH:26]=[CH:25][C:24]([C:27](=[O:29])[CH3:28])=[CH:23][C:22]=3[O:30][CH3:31])[CH2:6][CH2:5]2)=[N:8]1. Reactants: COc1cc(Br)ccc1Cl, COc1ccc(C2CCCC3CNCCN32)cc1OC, CC(C)(C)[O-], Cc1ccccc1, O=C(C=Cc1ccccc1)C=Cc1ccccc1, O=C(C=Cc1ccccc1)C=Cc1ccccc1, O=C(C=Cc1ccccc1)C=Cc1ccccc1, [K+], [Pd], [Pd]. The product is COc1cc(N2CCN3C(CCCC3c3ccc(OC)c(OC)c3)C2)ccc1Cl. Reaction SMILES: [Br:21][c:22]1[cH:23][cH:24][c:25]([Cl:30])[c:26]([O:28][CH3:29])[cH:27]1.[CH3:1][O:2][c:3]1[cH:4][c:5]([CH:11]2[CH2:12][CH2:13][CH2:14][CH:15]3[N:16]2[CH2:17][CH2:18][NH:19][CH2:20]3)[cH:6][cH:7][c:8]1[O:9][CH3:10].[CH3:31][C:32]([CH3:33])([O-:34])[CH3:35].[CH3:37][c:38]1[cH:39][cH:40][cH:41][cH:42][cH:43]1.[CH:46](=[CH:47][C:48]([CH:49]=[CH:50][c:51]1[cH:52][cH:53][cH:54][cH:55][cH:56]1)=[O:57])[c:58]1[cH:59][cH:60][cH:61][cH:62][cH:63]1.[CH:64](=[CH:65][C:66]([CH:67]=[CH:68][c:69]1[cH:70][cH:71][cH:72][cH:73][cH:74]1)=[O:75])[c:76]1[cH:77][cH:78][cH:79][cH:80][cH:81]1.[CH:82](=[CH:83][C:84]([CH:85]=[CH:86][c:87]1[cH:88][cH:89][cH:90][cH:91][cH:92]1)=[O:93])[c:94]1[cH:95][cH:96][cH:97][cH:98][cH:99]1.[K+:36].[Pd:44].[Pd:45]>>[CH3:1][O:2][c:3]1[cH:4][c:5]([CH:11]2[CH2:12][CH2:13][CH2:14][CH:15]3[N:16]2[CH2:17][CH2:18][N:19]([c:22]2[cH:23][cH:24][c:25]([Cl:30])[c:26]([O:28][CH3:29])[cH:27]2)[CH2:20]3)[cH:6][cH:7][c:8]1[O:9][CH3:10].